From a dataset of the Open Reaction Database (ORD), a public repository of structured organic reaction records. describe an organic reaction: reactants, conditions, products, and yield Procedure details: 8.1 g of 2-cyanoethyl 2-acetyl-3-(3-nitrophenyl)acrylate and 10.6 g of 3-(4,4-diphenylpiperid-1-yl)-propyl 3-aminocrotonate are heated at the boiling point under reflux in 120 ml of 2-propanol and 0.5 ml of glacial acetic acid for 4 hours. After most of the solvent has been distilled off and 2 portions of 50 ml of toluene each have been added, the residue is concentrated to dryness. The residue, which has foamed as a solid, is taken up in isopropanol, and diethyl ether is added to the clear solu... The reactants are C(C)(=O)C(C(=O)OCCC#N)=CC1=CC(=CC=C1)[N+](=O)[O-] (2-cyanoethyl 2-acetyl-3-(3-nitrophenyl)acrylate), N\C(=C/C(=O)OCCCN1CCC(CC1)(C1=CC=CC=C1)C1=CC=CC=C1)\C (3-(4,4-diphenylpiperid-1-yl)-propyl 3-aminocrotonate), C(C)(=O)O (acetic acid). Run in CC(C)O (2-propanol). RXN SMILES: [C:1]([C:4](=[CH:12][C:13]1[CH:18]=[CH:17][CH:16]=[C:15]([N+:19]([O-:21])=[O:20])[CH:14]=1)[C:5]([O:7]CCC#N)=[O:6])(=O)[CH3:2].[NH2:22]/[C:23](/[CH3:49])=[CH:24]\[C:25]([O:27][CH2:28][CH2:29][CH2:30][N:31]1[CH2:36][CH2:35][C:34]([C:43]2[CH:48]=[CH:47][CH:46]=[CH:45][CH:44]=2)([C:37]2[CH:42]=[CH:41][CH:40]=[CH:39][CH:38]=2)[CH2:33][CH2:32]1)=[O:26].C(O)(=O)C>CC(O)C>[C:43]1([C:34]2([C:37]3[CH:38]=[CH:39][CH:40]=[CH:41][CH:42]=3)[CH2:33][CH2:32][N:31]([CH2:30][CH2:29][CH2:28][O:27][C:25]([C:24]3[CH:12]([C:13]4[CH:18]=[CH:17][CH:16]=[C:15]([N+:19]([O-:21])=[O:20])[CH:14]=4)[C:4]([C:5]([OH:7])=[O:6])=[C:1]([CH3:2])[NH:22][C:23]=3[CH3:49])=[O:26])[CH2:36][CH2:35]2)[CH:48]=[CH:47][CH:46]=[CH:45][CH:44]=1. Product: C1(=CC=CC=C1)C1(CCN(CC1)CCCOC(=O)C1=C(NC(=C(C1C1=CC(=CC=C1)[N+](=O)[O-])C(=O)O)C)C)C1=CC=CC=C1 (1,4-Dihydro-2,6-dimethyl-4-(3-nitrophenyl)-pyridine-3,5-dicarboxylic acid 3-[3-(4,4-diphenylpiperid-1-yl)-propyl]ester). Reactants: C1CCOC1, CC(C)C[AlH]CC(C)C, CCOC(C)=O, CC(C)(C)[Si](OC(C=CC1C(O)CC2OC(=O)CC21)c1cc2ccccc2s1)(c1ccccc1)c1ccccc1. Yields the product CC(C)(C)[Si](OC(C=CC1C(O)CC2OC(O)CC21)c1cc2ccccc2s1)(c1ccccc1)c1ccccc1. RXN SMILES: [CH2:56]1[O:57][CH2:58][CH2:59][CH2:60]1.[CH3:41][CH:42]([CH2:43][AlH:44][CH2:45][CH:46]([CH3:47])[CH3:48])[CH3:49].[CH3:50][CH2:51][O:52][C:53](=[O:54])[CH3:55].[s:1]1[c:2]2[c:3]([cH:4][c:5]1[CH:6]([CH:7]=[CH:8][CH:9]1[CH:10]([OH:18])[CH2:11][CH:12]3[O:13][C:14](=[O:17])[CH2:15][CH:16]13)[O:19][Si:20]([c:21]1[cH:22][cH:23][cH:24][cH:25][cH:26]1)([c:27]1[cH:28][cH:29][cH:30][cH:31][cH:32]1)[C:33]([CH3:34])([CH3:35])[CH3:36])[cH:37][cH:38][cH:39][cH:40]2>>[s:1]1[c:2]2[c:3]([cH:4][c:5]1[CH:6]([CH:7]=[CH:8][CH:9]1[CH:10]([OH:18])[CH2:11][CH:12]3[O:13][CH:14]([OH:17])[CH2:15][CH:16]13)[O:19][Si:20]([c:21]1[cH:22][cH:23][cH:24][cH:25][cH:26]1)([c:27]1[cH:28][cH:29][cH:30][cH:31][cH:32]1)[C:33]([CH3:34])([CH3:35])[CH3:36])[cH:37][cH:38][cH:39][cH:40]2. The reactants are CN(C)C=O, C=CC(C)=O, O=Cc1ccccc1, N#C[Na], O. Product: CC(=O)CCC(=O)c1ccccc1. Reaction SMILES: [CH3:1][N:2]([CH3:3])[CH:4]=[O:5].[CH:17](=[CH2:18])[C:19](=[O:20])[CH3:21].[CH:6](=[O:7])[c:8]1[cH:9][cH:10][cH:11][cH:12][cH:13]1.[Na:14][C:15]#[N:16].[OH2:22]>>[C:6](=[O:7])([c:8]1[cH:9][cH:10][cH:11][cH:12][cH:13]1)[CH2:18][CH2:17][C:19](=[O:20])[CH3:21]. The reactants are ClCCl, O=S(=O)(OS(=O)(=O)C(F)(F)F)C(F)(F)F, O=c1c2ccccc2oc2cc(O)cc(O)c12, c1ccncc1. Yields the product O=c1c2ccccc2oc2cc(OS(=O)(=O)C(F)(F)F)cc(O)c12. As a reaction SMILES: [Cl:39][CH2:40][Cl:41].[F:1][C:2]([F:3])([F:4])[S:5](=[O:6])(=[O:7])[O:8][S:9]([C:10]([F:11])([F:12])[F:13])(=[O:14])=[O:15].[OH:16][c:17]1[cH:18][c:19]([OH:32])[cH:20][c:21]2[o:22][c:23]3[cH:24][cH:25][cH:26][cH:27][c:28]3[c:29](=[O:31])[c:30]12.[cH:33]1[cH:34][cH:35][n:36][cH:37][cH:38]1>>[F:1][C:2]([F:3])([F:4])[S:5](=[O:6])(=[O:7])[O:8][c:19]1[cH:18][c:17]([OH:16])[c:30]2[c:21]([cH:20]1)[o:22][c:23]1[cH:24][cH:25][cH:26][cH:27][c:28]1[c:29]2=[O:31]. Reactants: CCO, Cn1c(CC#N)cc(Cl)c1C(=O)c1ccc(S(C)=O)cc1, [Na+], [OH-], O. Product: Cn1c(CC(=O)O)cc(Cl)c1C(=O)c1ccc(S(C)=O)cc1. As a reaction SMILES: [CH3:25][CH2:26][OH:27].[Cl:1][c:2]1[cH:3][c:4]([CH2:19][C:20]#[N:21])[n:5]([CH3:18])[c:6]1[C:7]([c:8]1[cH:9][cH:10][c:11]([S:14](=[O:15])[CH3:16])[cH:12][cH:13]1)=[O:17].[Na+:23].[OH-:22].[OH2:24]>>[Cl:1][c:2]1[cH:3][c:4]([CH2:19][C:20](=[O:22])[OH:24])[n:5]([CH3:18])[c:6]1[C:7]([c:8]1[cH:9][cH:10][c:11]([S:14](=[O:15])[CH3:16])[cH:12][cH:13]1)=[O:17].